Dataset: the Open Reaction Database (ORD), a public repository of structured organic reaction records. Task: describe an organic reaction: reactants, conditions, products, and yield Reported procedure: Prepared from 2-[4-(5(S)-aminomethyl-2-oxo-oxazolidin-3-yl)-2-fluorophenyl]-6-(2-hydroxyethyl)-4H-[1,3,4]thiadiazin-5-one, trifluoroacetate salt according to the method of Example 2 (0.021 g, 31%). MS (m/z): [M+H]+=411. A second acetylation product is isolated and identified as acetic acid 2-(2-{4-[5(S)-(acetylaminomethyl)-2-oxo-oxazolidin-3-yl]-2-fluorophenyl}-5-oxo-5,6-dihydro-4H[1,3,4]thiadiazin-6-yl)-ethyl ester (0.025 g, 37%); 1H NMR (300 MHz, DMSO-d6) δ 1.83-1.91 (m, 1H), 2.00 (s, 3H), 2.0... As a reaction SMILES: FC(F)(F)C(O)=O.NC[C@@H]1OC(=O)N(C2C=CC(C3SC(CCO)C(=O)NN=3)=C(F)C=2)C1.[C:33]([NH:36][CH2:37][C@@H:38]1[O:42][C:41](=[O:43])[N:40]([C:44]2[CH:49]=[CH:48][C:47]([C:50]3[S:51][CH:52]([CH2:57][CH2:58][O:59]C(=O)C)[C:53](=[O:56])[NH:54][N:55]=3)=[C:46]([F:63])[CH:45]=2)[CH2:39]1)(=[O:35])[CH3:34]>>[F:63][C:46]1[CH:45]=[C:44]([N:40]2[CH2:39][C@H:38]([CH2:37][NH:36][C:33](=[O:35])[CH3:34])[O:42][C:41]2=[O:43])[CH:49]=[CH:48][C:47]=1[C:50]1[S:51][CH:52]([CH2:57][CH2:58][OH:59])[C:53](=[O:56])[NH:54][N:55]=1 |f:0.1|. Product: FC=1C=C(C=CC1C=1SC(C(NN1)=O)CCO)N1C(O[C@H](C1)CNC(C)=O)=O (N-{3-[3-Fluoro-4-(6-(2-hydroxyethyl)-5-oxo-5,6-dihydro-4H-[1,3,4]thiadiazin-2-yl)-phenyl]-2-oxo-oxazolidin-5(S)-ylmethyl}-acetamide). Reactants: FC(C(=O)O)(F)F.NC[C@H]1CN(C(O1)=O)C1=CC(=C(C=C1)C=1SC(C(NN1)=O)CCO)F (2-[4-(5(S)-aminomethyl-2-oxo-oxazolidin-3-yl)-2-fluorophenyl]-6-(2-hydroxyethyl)-4H-[1,3,4]thiadiazin-5-one, trifluoroacetate salt), C(C)(=O)NC[C@H]1CN(C(O1)=O)C1=CC(=C(C=C1)C=1SC(C(NN1)=O)CCOC(C)=O)F (acetic acid 2-(2-{4-[5(S)-(acetylaminomethyl)-2-oxo-oxazolidin-3-yl]-2-fluorophenyl}-5-oxo-5,6-dihydro-4H[1,3,4]thiadiazin-6-yl)-ethyl ester). Reactants: COC(=O)c1[nH]c(=O)c2cccnc2c1OC(=O)c1ccccc1, C1CCOC1, Cl, CCOC(=O)N=NC(=O)OCC, CN(C)C(=O)CO, c1ccc(P(c2ccccc2)c2ccccc2)cc1. Product: COC(=O)c1nc(OCC(=O)N(C)C)c2cccnc2c1OC(=O)c1ccccc1. Reaction SMILES: [C:1]([c:2]1[cH:3][cH:4][cH:5][cH:6][cH:7]1)(=[O:8])[O:9][c:10]1[c:11]([C:21](=[O:22])[O:23][CH3:24])[nH:12][c:13](=[O:20])[c:14]2[cH:15][cH:16][cH:17][n:18][c:19]12.[CH2:64]1[O:65][CH2:66][CH2:67][CH2:68]1.[ClH:63].[O:51]=[C:52]([O:53][CH2:54][CH3:55])[N:56]=[N:57][C:58]([O:59][CH2:60][CH3:61])=[O:62].[OH:25][CH2:26][C:27](=[O:28])[N:29]([CH3:30])[CH3:31].[c:32]1([P:33]([c:34]2[cH:35][cH:36][cH:37][cH:38][cH:39]2)[c:40]2[cH:41][cH:42][cH:43][cH:44][cH:45]2)[cH:46][cH:47][cH:48][cH:49][cH:50]1>>[C:1]([c:2]1[cH:3][cH:4][cH:5][cH:6][cH:7]1)(=[O:8])[O:9][c:10]1[c:11]([C:21](=[O:22])[O:23][CH3:24])[n:12][c:13]([O:20][CH2:26][C:27](=[O:28])[N:29]([CH3:30])[CH3:31])[c:14]2[cH:15][cH:16][cH:17][n:18][c:19]12. Starting materials: CC(C)(C)OC(=O)NCCC=O, CO, CCC(N)c1nc2onc(C(F)(F)F)c2c(=O)n1Cc1ccccc1, O. Yields the product CCC(NCCCNC(=O)OC(C)(C)C)c1nc2onc(C(F)(F)F)c2c(=O)n1Cc1ccccc1. RXN SMILES: [C:26]([CH3:27])([CH3:28])([CH3:29])[O:30][C:31]([NH:32][CH2:33][CH2:34][CH:35]=[O:36])=[O:37].[CH3:39][OH:40].[NH2:1][CH:2]([CH2:3][CH3:4])[c:5]1[n:6]([CH2:19][c:20]2[cH:21][cH:22][cH:23][cH:24][cH:25]2)[c:7](=[O:18])[c:8]2[c:9]([n:10]1)[o:11][n:12][c:13]2[C:14]([F:15])([F:16])[F:17].[OH2:38]>>[NH:1]([CH:2]([CH2:3][CH3:4])[c:5]1[n:6]([CH2:19][c:20]2[cH:21][cH:22][cH:23][cH:24][cH:25]2)[c:7](=[O:18])[c:8]2[c:9]([n:10]1)[o:11][n:12][c:13]2[C:14]([F:15])([F:16])[F:17])[CH2:35][CH2:34][CH2:33][NH:32][C:31]([O:30][C:26]([CH3:27])([CH3:28])[CH3:29])=[O:37]. The reactants are FC1=C(C2=C(N=C(CO2)C)C=C1)F (7,8-difluoro-3-methyl-2H-1,4-benzoxazine), RuCl[(R)-daipena][(R)-dm-segphos], KO(t-Bu). Solvent: C1(=CC=CC=C1)C (toluene). Conditions: time 23 hour. Product: FC1=C(C2=C(N[C@H](CO2)C)C=C1)F ((S)-7,8-difluoro-3,4-dihydro-3-methyl-2H-1,4-benzoxazine). Isolated yield 97.9%. Reaction SMILES: [F:1][C:2]1[CH:12]=[CH:11][C:5]2[N:6]=[C:7]([CH3:10])[CH2:8][O:9][C:4]=2[C:3]=1[F:13]>C1(C)C=CC=CC=1>[F:1][C:2]1[CH:12]=[CH:11][C:5]2[NH:6][C@@H:7]([CH3:10])[CH2:8][O:9][C:4]=2[C:3]=1[F:13]. Procedure details: To an argon-purged pressure-resistant glass vessel (100 mL) equipped with a magnetic stir bar, RuCl[(R)-daipena][(R)-dm-segphos] (2.8 mg, 2.3 μmol) and KO(t-Bu) (13.2 mg, 0.118 mmol) were added, and the vessel was purged with argon again. To this vessel, a toluene (0.9 mL) solution containing 7,8-difluoro-3-methyl-2H-1,4-benzoxazine (84.9 mg, 0.464 mmol) and being degassed by the freeze-pump-thaw technique in advance was added by pressure transfer using a cannula. An operation in which hydrogen ... The reactants are C(CC1=CC=CC=C1)N (phenethylamine), C(C)(=O)Cl (acetyl chloride). The product is CC1NCCC2=CC=CC=C12 (1-methyl-1,2,3,4-tetrahydroisoquinoline). Reaction SMILES: [CH2:1]([NH2:9])[CH2:2][C:3]1[CH:8]=[CH:7][CH:6]=[CH:5][CH:4]=1.[C:10](Cl)(=O)[CH3:11]>>[CH3:10][CH:11]1[C:8]2[C:3](=[CH:4][CH:5]=[CH:6][CH:7]=2)[CH2:2][CH2:1][NH:9]1. Reported procedure: In accordance with the same procedures as in Steps 1, 2, and 3 of Preparation 21, except for using phenethylamine and acetyl chloride, 1-methyl-1,2,3,4-tetrahydroisoquinoline was obtained. In accordance with the same procedures as in Preparation 20, the titled compound was obtained as pale yellow oil. (Yield: 91%) The product was used in the subsequent step without further purification.